From a dataset of the Open Reaction Database (ORD), a public repository of structured organic reaction records. describe an organic reaction: reactants, conditions, products, and yield Starting materials: C1(CCCCC1)C(O)C=1C(=NN(C1)C1=CC=C(C=C1)OC)C1CC1 (cyclohexyl[3-cyclopropyl-1-(4-methoxyphenyl)-1H-pyrazol-4-yl]methanol), NC1=CC=C(C=C1)C(=O)NCCC(=O)OCC (ethyl 3-{[(4-aminophenyl)carbonyl]amino}propanoate). The product is C1(CCCCC1)C(C=1C(=NN(C1)C1=CC=C(C=C1)OC)C1CC1)NC1=CC=C(C=C1)C(=O)NCCC(=O)O (3-({[4-({cyclohexyl[3-cyclopropyl-1-(4-methoxyphenyl)-1H-pyrazol-4-yl]methyl}amino)phenyl]carbonyl}amino)propanoic acid). The yield is 5.5%. Reaction SMILES: [CH:1]1([CH:7]([C:9]2[C:10]([CH:22]3[CH2:24][CH2:23]3)=[N:11][N:12]([C:14]3[CH:19]=[CH:18][C:17]([O:20][CH3:21])=[CH:16][CH:15]=3)[CH:13]=2)O)[CH2:6][CH2:5][CH2:4][CH2:3][CH2:2]1.[NH2:25][C:26]1[CH:31]=[CH:30][C:29]([C:32]([NH:34][CH2:35][CH2:36][C:37]([O:39]CC)=[O:38])=[O:33])=[CH:28][CH:27]=1>>[CH:1]1([CH:7]([NH:25][C:26]2[CH:27]=[CH:28][C:29]([C:32]([NH:34][CH2:35][CH2:36][C:37]([OH:39])=[O:38])=[O:33])=[CH:30][CH:31]=2)[C:9]2[C:10]([CH:22]3[CH2:24][CH2:23]3)=[N:11][N:12]([C:14]3[CH:19]=[CH:18][C:17]([O:20][CH3:21])=[CH:16][CH:15]=3)[CH:13]=2)[CH2:6][CH2:5][CH2:4][CH2:3][CH2:2]1. Reported procedure: Using cyclohexyl[3-cyclopropyl-1-(4-methoxyphenyl)-1H-pyrazol-4-yl]methanol (0.5 g) synthesized above and ethyl 3-{[(4-aminophenyl)carbonyl]amino}propanoate (0.36 g) synthesized in Example 1(2) and in the same manner as in Example 1(7), the title object compound (43 mg, 5%) was obtained as a white solid. The reactants are [N+](#[C-])[C@H]1C(N([C@@H]1CC=C)C(C(=O)OC)=C(C)C)=O (methyl 2-[(3R,4R)-3-isocyano-2-oxo-4-allylazetidin-1-yl]-3-methylbut-2-enoate), C(CCC)[Li] (n-butyl lithium), C(C)(=O)O (acetic acid), CC(=O)C (acetone). Yields the product OC(C)(C)[C@]1(C(N([C@@H]1CC=C)C(C(=O)OC)=C(C)C)=O)[N+]#[C-] (methyl 2-[(3R,4R)-3-(1-hydroxy-1-methylethyl)-3-isocyano-2-oxo-4-allylazetidin-1-yl]-3-methylbut-2-enoate). Procedure details: To a solution of methyl 2-[(3R,4R)-3-isocyano-2-oxo-4-allylazetidin-1-yl]-3-methylbut-2-enoate (106.9 mg) in tetrahydrofuran (2.1 ml) was added dropwise a solution of n-butyl lithium (0.375 ml of 1.38 M solution in hexane) at -78° C. After stirring for 15 minutes at -78° C., the reaction mixture was added with a solution of acetone (0.0385 ml) in tetrahydrofuran (0.3465 ml) at -78° C. After stirring for 25 minutes at -78° C., the reaction mixture was added with acetic acid (0.0493 ml) at -78° C.... Run at temperature -78 celsius, time 15 minute. As a reaction SMILES: [N+:1]([C@@H:3]1[C@@H:6]([CH2:7][CH:8]=[CH2:9])[N:5]([C:10](=[C:15]([CH3:17])[CH3:16])[C:11]([O:13][CH3:14])=[O:12])[C:4]1=[O:18])#[C-:2].C([Li])CCC.[CH3:24][C:25]([CH3:27])=[O:26].C(O)(=O)C>O1CCCC1.C(OCC)(=O)C>[OH:26][C:25]([C@:3]1([N+:1]#[C-:2])[C@@H:6]([CH2:7][CH:8]=[CH2:9])[N:5]([C:10](=[C:15]([CH3:17])[CH3:16])[C:11]([O:13][CH3:14])=[O:12])[C:4]1=[O:18])([CH3:27])[CH3:24]. Solvent: O1CCCC1 (tetrahydrofuran), C(C)(=O)OCC (ethyl acetate), O1CCCC1 (tetrahydrofuran).